This data is from the Open Reaction Database (ORD), a public repository of structured organic reaction records. The task is: describe an organic reaction: reactants, conditions, products, and yield The reactants are [H-].[Al+3].[Li+].[H-].[H-].[H-] (lithium aluminum hydride), NC1=C(C=CC=C1C(C1=CC=C(C=C1)Br)=O)CC(=O)OCC (2-amino-3-(4-bromobenzoyl) benzeneacetic acid, ethyl ester), O (water), [OH-].[Na+] (sodium hydroxide), O (water). Run in O1CCCC1 (tetrahydrofuran), O1CCCC1 (tetrahydrofuran). The product is NC1=C(C=CC=C1C(O)C1=CC=C(C=C1)Br)CCO (2-Amino-3-[(4-bromophenyl)hydroxymethyl]benzeneethanol). The yield is 54.9%. Reaction SMILES: [H-].[Al+3].[Li+].[H-].[H-].[H-].[NH2:7][C:8]1[C:13]([C:14](=[O:22])[C:15]2[CH:20]=[CH:19][C:18]([Br:21])=[CH:17][CH:16]=2)=[CH:12][CH:11]=[CH:10][C:9]=1[CH2:23][C:24](OCC)=[O:25].O.[OH-].[Na+]>O1CCCC1>[NH2:7][C:8]1[C:13]([CH:14]([C:15]2[CH:20]=[CH:19][C:18]([Br:21])=[CH:17][CH:16]=2)[OH:22])=[CH:12][CH:11]=[CH:10][C:9]=1[CH2:23][CH2:24][OH:25] |f:0.1.2.3.4.5,8.9|. Procedure details: To a stirred slurry of 3.3 g (0.087 mole) of lithium aluminum hydride in 75 ml of dry tetrahydrofuran a solution of 15.8 g (0.043 mole) of 2-amino-3-(4-bromobenzoyl) benzeneacetic acid, ethyl ester in 175 ml of tetrahydrofuran was added dropwise over a 20 min period. The mixture was then heated at reflux for 1.5 hr under nitrogen atomsphere. The mixture was cooled and treated successively with 3.3 ml of water, 3.3 ml of a 5% sodium hydroxide solution and 10 ml of water. The mixture was filtered ... Starting materials: Cc1oc(-c2ccccc2)nc1COc1ccc(S(=O)(=O)Cl)cc1, CCn1cc(C(=O)c2ccccc2)c(N)n1, c1ccncc1. Product: CCn1cc(C(=O)c2ccccc2)c(NS(=O)(=O)c2ccc(OCc3nc(-c4ccccc4)oc3C)cc2)n1. As a reaction SMILES: [CH3:17][c:18]1[c:19]([CH2:29][O:30][c:31]2[cH:32][cH:33][c:34]([S:37](=[O:38])(=[O:39])[Cl:40])[cH:35][cH:36]2)[n:20][c:21](-[c:23]2[cH:24][cH:25][cH:26][cH:27][cH:28]2)[o:22]1.[NH2:1][c:2]1[n:3][n:4]([CH2:15][CH3:16])[cH:5][c:6]1[C:7](=[O:8])[c:9]1[cH:10][cH:11][cH:12][cH:13][cH:14]1.[cH:41]1[cH:42][cH:43][n:44][cH:45][cH:46]1>>[NH:1]([c:2]1[n:3][n:4]([CH2:15][CH3:16])[cH:5][c:6]1[C:7](=[O:8])[c:9]1[cH:10][cH:11][cH:12][cH:13][cH:14]1)[S:37]([c:34]1[cH:33][cH:32][c:31]([O:30][CH2:29][c:19]2[c:18]([CH3:17])[o:22][c:21](-[c:23]3[cH:24][cH:25][cH:26][cH:27][cH:28]3)[n:20]2)[cH:36][cH:35]1)(=[O:38])=[O:39]. Starting materials: Cn1cc(Br)cc(Br)c1=O, O=C([O-])[O-], C1COCCO1, [Cs+], [Cs+], CC(C)(C)OC(=O)N1CCN(c2ccc(N)nc2)C(=O)C1, O=C(C=Cc1ccccc1)C=Cc1ccccc1, O=C(C=Cc1ccccc1)C=Cc1ccccc1, O=C(C=Cc1ccccc1)C=Cc1ccccc1, [Pd], [Pd]. Yields the product Cn1cc(Br)cc(Nc2ccc(N3CCN(C(=O)OC(C)(C)C)CC3=O)cn2)c1=O. As a reaction SMILES: [Br:22][c:23]1[c:24](=[O:31])[n:25]([CH3:30])[cH:26][c:27]([Br:29])[cH:28]1.[C:32](=[O:33])([O-:34])[O-:35].[CH2:38]1[O:39][CH2:40][CH2:41][O:42][CH2:43]1.[Cs+:36].[Cs+:37].[NH2:1][c:2]1[cH:3][cH:4][c:5]([N:8]2[C:9](=[O:21])[CH2:10][N:11]([C:14](=[O:15])[O:16][C:17]([CH3:18])([CH3:19])[CH3:20])[CH2:12][CH2:13]2)[cH:6][n:7]1.[O:46]=[C:47]([CH:48]=[CH:49][c:50]1[cH:51][cH:52][cH:53][cH:54][cH:55]1)[CH:56]=[CH:57][c:58]1[cH:59][cH:60][cH:61][cH:62][cH:63]1.[O:64]=[C:65]([CH:66]=[CH:67][c:68]1[cH:69][cH:70][cH:71][cH:72][cH:73]1)[CH:74]=[CH:75][c:76]1[cH:77][cH:78][cH:79][cH:80][cH:81]1.[O:82]=[C:83]([CH:84]=[CH:85][c:86]1[cH:87][cH:88][cH:89][cH:90][cH:91]1)[CH:92]=[CH:93][c:94]1[cH:95][cH:96][cH:97][cH:98][cH:99]1.[Pd:44].[Pd:45]>>[NH:1]([c:2]1[cH:3][cH:4][c:5]([N:8]2[C:9](=[O:21])[CH2:10][N:11]([C:14](=[O:15])[O:16][C:17]([CH3:18])([CH3:19])[CH3:20])[CH2:12][CH2:13]2)[cH:6][n:7]1)[c:23]1[c:24](=[O:31])[n:25]([CH3:30])[cH:26][c:27]([Br:29])[cH:28]1. Reactants: N1CCCCC1 (piperidine), C(CC(=O)OCC)(=O)OCC (diethyl malonate), ClC1=CC=C(CN2C(CC3=CC=CC=C23)(C=O)Cl)C=C1 (1-(4-Chlorobenzyl)-2-chloroindole-carbaldehyde), C(C)(=O)O (acetic acid). Run in solvent, C(C)O (ethanol). Reaction conditions: time 3 day. The product is C(C)OC(=O)C(C(=O)OCC)=CC1=C(N(C2=CC=CC=C12)CC1=CC=C(C=C1)Cl)Cl (Ethyl 2-ethoxycarbonyl-3-(1-(4-chlorobenzyl)-2-chloro-3-indolyl)acrylate). As a reaction SMILES: [Cl:1][C:2]1[CH:20]=[CH:19][C:5]([CH2:6][N:7]2[C:15]3[C:10](=[CH:11][CH:12]=[CH:13][CH:14]=3)[CH2:9][C:8]2([Cl:18])C=O)=[CH:4][CH:3]=1.N1CCCC[CH2:22]1.C(O)(=O)C.[C:31]([O:39][CH2:40][CH3:41])(=[O:38])[CH2:32][C:33]([O:35][CH2:36][CH3:37])=[O:34]>C(O)C>[CH2:40]([O:39][C:31]([C:32](=[CH:22][C:9]1[C:10]2[C:15](=[CH:14][CH:13]=[CH:12][CH:11]=2)[N:7]([CH2:6][C:5]2[CH:4]=[CH:3][C:2]([Cl:1])=[CH:20][CH:19]=2)[C:8]=1[Cl:18])[C:33]([O:35][CH2:36][CH3:37])=[O:34])=[O:38])[CH3:41]. Procedure: To 500 mg of 1-(4-Chlorobenzyl)-2-chloroindole-carbaldehyde, dissolved in 15 ml of a solvent which consisted of 5% piperidine and 2% acetic acid in absolute ethanol, was added 0.28 ml of diethyl malonate. After stirring for 3 days the solvent was removed by evaporation, and the product dissolved in 25 ml of ether plus 25 ml of 1N HCl. The organic phase was separated, and washed with 25 ml 1N HCl, 25 ml water, 25 ml of saturated NaHCO3 solution, dried (MgSO4) and evaporated to give an oil. Purifi... Starting materials: CCOC(=O)CCC(Oc1cccc(OCc2ccccc2)c1)c1ccccc1, CO, [K+], [OH-]. The product is O=C(O)CCC(Oc1cccc(OCc2ccccc2)c1)c1ccccc1. Reaction SMILES: [CH2:1]([c:2]1[cH:3][cH:4][cH:5][cH:6][cH:7]1)[O:8][c:9]1[cH:10][c:11]([O:12][CH:13]([CH2:14][CH2:15][C:16](=[O:17])[O:18][CH2:19][CH3:20])[c:21]2[cH:22][cH:23][cH:24][cH:25][cH:26]2)[cH:27][cH:28][cH:29]1.[CH3:32][OH:33].[K+:31].[OH-:30]>>[CH2:1]([c:2]1[cH:3][cH:4][cH:5][cH:6][cH:7]1)[O:8][c:9]1[cH:10][c:11]([O:12][CH:13]([CH2:14][CH2:15][C:16](=[O:17])[OH:18])[c:21]2[cH:22][cH:23][cH:24][cH:25][cH:26]2)[cH:27][cH:28][cH:29]1. The reactants are O=C([O-])[O-], Cn1c(Nc2ccc(O)cc2)nc2ccccc21, CS(C)=O, CCOC(C)=O, [Cs+], [Cs+], N#Cc1cccnc1F. The product is Cn1c(Nc2ccc(Oc3ncccc3C#N)cc2)nc2ccccc21. As a reaction SMILES: [C:19](=[O:20])([O-:21])[O-:22].[CH3:1][n:2]1[c:3]([NH:11][c:12]2[cH:13][cH:14][c:15]([OH:18])[cH:16][cH:17]2)[n:4][c:5]2[c:6]1[cH:7][cH:8][cH:9][cH:10]2.[CH3:34][S:35]([CH3:36])=[O:37].[CH3:38][CH2:39][O:40][C:41]([CH3:42])=[O:43].[Cs+:23].[Cs+:24].[F:25][c:26]1[c:27]([C:28]#[N:29])[cH:30][cH:31][cH:32][n:33]1>>[CH3:1][n:2]1[c:3]([NH:11][c:12]2[cH:13][cH:14][c:15]([O:18][c:26]3[c:27]([C:28]#[N:29])[cH:30][cH:31][cH:32][n:33]3)[cH:16][cH:17]2)[n:4][c:5]2[c:6]1[cH:7][cH:8][cH:9][cH:10]2. Reactants: CS(=O)(=O)OCCN1C(NCC1)=O (2-(2-oxoimidazolidin-1-yl)ethyl methanesulfonate), OCCN1C(CCC1)=O (1-(2-hydroxyethyl)pyrrolidin-2-one). As a reaction SMILES: [CH3:1][S:2]([O:5][CH2:6][CH2:7][N:8]1[CH2:12][CH2:11]N[C:9]1=[O:13])(=[O:4])=[O:3].O[CH2:15]CN1CCCC1=O>>[CH3:1][S:2]([O:5][CH2:6][CH2:7][N:8]1[CH2:12][CH2:11][CH2:15][C:9]1=[O:13])(=[O:4])=[O:3]. Product: CS(=O)(=O)OCCN1C(CCC1)=O (2-(2-oxopyrrolidin-1-yl)ethyl methanesulfonate). Procedure: Following the general method as outlined in Intermediate 31, starting from 1-(2-hydroxyethyl)pyrrolidin-2-one (500 mg; 3.87 mmol), 400 mg (50%) of the title compound as a yellow oil, which was used directly without further purification. Isolated yield 50.0%. Starting materials: CCCOC(=O)c1c[nH]c2c1C(=O)CCC2, [N-]=[N+]=[N-], [Na+], O, O=C(O)C(F)(F)F. Product: CCCOC(=O)c1c[nH]c2c1C(=O)NCCC2. As a reaction SMILES: [CH2:1]([CH2:2][CH3:3])[O:4][C:5](=[O:6])[c:7]1[cH:8][nH:9][c:10]2[c:15]1[C:14](=[O:16])[CH2:13][CH2:12][CH2:11]2.[N-:17]=[N+:18]=[N-:19].[Na+:20].[OH2:28].[OH:21][C:22]([C:23]([F:24])([F:25])[F:26])=[O:27]>>[CH2:1]([CH2:2][CH3:3])[O:4][C:5](=[O:6])[c:7]1[cH:8][nH:9][c:10]2[c:15]1[C:14](=[O:16])[NH:17][CH2:13][CH2:12][CH2:11]2. Starting materials: ClCCl, [NH4+], O=C(O)CC1OC(=O)c2ccccc21, [OH-], O=S(Cl)Cl. The product is NC(=O)CC1OC(=O)c2ccccc21. Reaction SMILES: [Cl:21][CH2:22][Cl:23].[NH4+:16].[O:1]=[C:2]1[O:3][CH:4]([CH2:11][C:12](=[O:13])[OH:14])[c:5]2[cH:6][cH:7][cH:8][cH:9][c:10]21.[OH-:15].[S:17]([Cl:18])([Cl:19])=[O:20]>>[O:1]=[C:2]1[O:3][CH:4]([CH2:11][C:12](=[O:14])[NH2:16])[c:5]2[cH:6][cH:7][cH:8][cH:9][c:10]21.